Dataset: the Open Reaction Database (ORD), a public repository of structured organic reaction records. Task: describe an organic reaction: reactants, conditions, products, and yield The reactants are BrC=1N(C2=C(C(=CC=C2C1SC=1C(=C(C(=O)OCC)C=CC1)F)Cl)F)C=1C=NC=CC1 (ethyl 3-((2-bromo-6-chloro-7-fluoro-1-(pyridin-3-yl)-1H-indol-3-yl)thio)-2-fluorobenzoate), BrC=1C=NC=CC1 (3-bromopyridine), N[C@H]1[C@@H](CCCC1)N (trans-1,2-diaminocyclohexane), [O-]P(=O)([O-])[O-].[K+].[K+].[K+] (K3PO4). Reagents/catalysts: [Cu]I (CuI). The solvent is C1(=CC=CC=C1)C (toluene). Reaction conditions: temperature 140 celsius, time 40 hour. Yields the product ClC1=CC=C2C(=C(N(C2=C1F)C=1C=NC=CC1)C1CC1)SC=1C(=C(C(=O)OCC)C=CC1)F (ethyl 3-((6-chloro-2-cyclopropyl-7-fluoro-1-(pyridin-3-yl)-1H-indol-3-yl)thio)-2-fluorobenzoate). Yield: 8.6%. RXN SMILES: Br[C:2]1[N:3]([C:26]2[CH:27]=[N:28][CH:29]=[CH:30][CH:31]=2)[C:4]2[C:9]([C:10]=1[S:11][C:12]1[C:13]([F:23])=[C:14]([CH:20]=[CH:21][CH:22]=1)[C:15]([O:17][CH2:18][CH3:19])=[O:16])=[CH:8][CH:7]=[C:6]([Cl:24])[C:5]=2[F:25].BrC1C=N[CH:36]=[CH:37][CH:38]=1.N[C@@H]1CCCC[C@H]1N.[O-]P([O-])([O-])=O.[K+].[K+].[K+]>C1(C)C=CC=CC=1.[Cu]I>[Cl:24][C:6]1[C:5]([F:25])=[C:4]2[C:9]([C:10]([S:11][C:12]3[C:13]([F:23])=[C:14]([CH:20]=[CH:21][CH:22]=3)[C:15]([O:17][CH2:18][CH3:19])=[O:16])=[C:2]([CH:37]3[CH2:38][CH2:36]3)[N:3]2[C:26]2[CH:27]=[N:28][CH:29]=[CH:30][CH:31]=2)=[CH:8][CH:7]=1 |f:3.4.5.6|. Procedure: To a stirred solution of compound 2 (100 mg, 0.24 mmol) in toluene (5 mL) were added 3-bromopyridine (59.3 mg, 0.36 mmol), trans-1,2-diaminocyclohexane (11.2 mg, 0.098 mmol), K3PO4 (130 mg, 0.65 mmol), CuI (4.6 mg, 0.024 mmol) at RT under argon in a sealed tube. The solution was purged with argon; heated to 140° C. and stirred for 40 h. The mixture was cooled to RT, added n-hexane (6 mL), stirred for 5 minutes and then filtered. The filtrate was diluted with water (20 mL) and extracted with EtOA... Starting materials: ClC1=C2C(=NC(=C1)C1=CC(=CC=C1)Cl)CCC2 (4-chloro-2-(3-chlorophenyl)-6,7-dihydro-5H-cyclopenta[b]pyridine), NC1=CC(=C(C=C1)CC(=O)OCC)F (ethyl 2-(4-amino-2-fluorophenyl)acetate). The product is ClC=1C=C(C=CC1)C1=CC(=C2C(=N1)CCC2)NC2=CC(=C(C=C2)CC(=O)OCC)F (ethyl 2-(4-((2-(3-chlorophenyl)-6,7-dihydro-5H-cyclopenta[b]pyridin-4-yl)amino)-2-fluorophenyl)acetate). The yield is 67.0%. As a reaction SMILES: Cl[C:2]1[CH:7]=[C:6]([C:8]2[CH:13]=[CH:12][CH:11]=[C:10]([Cl:14])[CH:9]=2)[N:5]=[C:4]2[CH2:15][CH2:16][CH2:17][C:3]=12.[NH2:18][C:19]1[CH:24]=[CH:23][C:22]([CH2:25][C:26]([O:28][CH2:29][CH3:30])=[O:27])=[C:21]([F:31])[CH:20]=1>>[Cl:14][C:10]1[CH:9]=[C:8]([C:6]2[N:5]=[C:4]3[CH2:15][CH2:16][CH2:17][C:3]3=[C:2]([NH:18][C:19]3[CH:24]=[CH:23][C:22]([CH2:25][C:26]([O:28][CH2:29][CH3:30])=[O:27])=[C:21]([F:31])[CH:20]=3)[CH:7]=2)[CH:13]=[CH:12][CH:11]=1. Procedure details: Following General Procedure B2, 4-chloro-2-(3-chlorophenyl)-6,7-dihydro-5H-cyclopenta[b]pyridine (0.100 g, 0.33 mmol) was reacted with ethyl 2-(4-amino-2-fluorophenyl)acetate (0.098 g, 0.50 mmol) to afford the title compound (0.094 g, 94%). MW=424.90. 1H NMR (CD3OD, 300 MHz) δ 7.79-7.75 (m, 1H), 7.66-7.60 (m, 1H), 7.45-7.36 (m, 2H), 7.30 (t, J=8.4 Hz, 1H), 7.20 (s, 1H), 7.11-7.05 (m, 1H), 7.04-6.97 (m, 1H), 4.17 (q, J=7.1 Hz, 2H), 3.68 (s, 2H), 3.02 (t, J=7.6 Hz, 2H), 2.89 (t, J=7.6 Hz, 2H), 2.3... Starting materials: COC=1C(=CC2=C(C=CC(O2)=O)C1)OCC1OC1 (6-methoxy-7-(oxiranylmethoxy)-2H-1-benzopyran-2-one), Cl (Hydrochloride), FC(C=1C=C(C=CC1)N1CCNCC1)(F)F (1-(3-trifluoromethylphenyl)piperazine), CO (methanol). Solvent: C(C)(C)O (isopropanol). The product is OC(COC1=CC2=C(C=CC(O2)=O)C=C1OC)CN1CCN(CC1)C1=CC(=CC=C1)C(F)(F)F ((±)-7-{2-hydroxy-3-[4-(3-trifluoromethylphenyl)-1-piperazinyl]propoxy}-6-methoxy-2H-1-benzopyran-2-one). Isolated yield 80.0%. Reaction SMILES: [CH3:1][O:2][C:3]1[C:4]([O:14][CH2:15][CH:16]2[CH2:18][O:17]2)=[CH:5][C:6]2[O:11][C:10](=[O:12])[CH:9]=[CH:8][C:7]=2[CH:13]=1.[F:19][C:20]([F:34])([F:33])[C:21]1[CH:22]=[C:23]([N:27]2[CH2:32][CH2:31][NH:30][CH2:29][CH2:28]2)[CH:24]=[CH:25][CH:26]=1.CO.Cl>C(O)(C)C>[OH:17][CH:16]([CH2:18][N:30]1[CH2:29][CH2:28][N:27]([C:23]2[CH:24]=[CH:25][CH:26]=[C:21]([C:20]([F:33])([F:34])[F:19])[CH:22]=2)[CH2:32][CH2:31]1)[CH2:15][O:14][C:4]1[C:3]([O:2][CH3:1])=[CH:13][C:7]2[CH:8]=[CH:9][C:10](=[O:12])[O:11][C:6]=2[CH:5]=1. Procedure details: Method C (1.5 d at 45° C.); starting materials: 6-methoxy-7-(oxiranylmethoxy)-2H-1-benzopyran-2-one (example 86) and 1-(3-trifluoromethylphenyl)piperazine; yield 80%; fusion point 133°-135° C. (from methanol). Hydrochloride: method F; yield 83%; fusion point 125°-128° C. (decomposes; from isopropanol). Starting materials: COC(=O)C(Cc1ccc(O)cc1)Oc1ccccc1, CSc1ccc(CCO)cc1. Product: COC(=O)C(Cc1ccc(OCCc2ccc(SC)cc2)cc1)Oc1ccccc1. Reaction SMILES: [CH3:1][O:2][C:3]([CH:4]([CH2:5][c:6]1[cH:7][cH:8][c:9]([OH:12])[cH:10][cH:11]1)[O:13][c:14]1[cH:15][cH:16][cH:17][cH:18][cH:19]1)=[O:20].[CH3:21][S:22][c:23]1[cH:24][cH:25][c:26]([CH2:29][CH2:30][OH:31])[cH:27][cH:28]1>>[CH3:1][O:2][C:3]([CH:4]([CH2:5][c:6]1[cH:7][cH:8][c:9]([O:12][CH2:30][CH2:29][c:26]2[cH:25][cH:24][c:23]([S:22][CH3:21])[cH:28][cH:27]2)[cH:10][cH:11]1)[O:13][c:14]1[cH:15][cH:16][cH:17][cH:18][cH:19]1)=[O:20]. Starting materials: FC=1C=C2C(=CNC2=CC1)C1CCNCC1 (5-fluoro-3-(piperidin-4-yl)-1H-indole), O1[C@@H](C1)COC1=C2C=CNC2=CC=C1 ((S)-(+)-4-(oxiranylmethoxy)-1H-indole). The solvent is CO.CS(=O)C (methanol dimethylsulfoxide). The product is FC=1C=C2C(=CNC2=CC1)C1CCN(CC1)C[C@@H](COC1=C2C=CNC2=CC=C1)O ((2S)-(+)-3-[4-(5-fluoro-3-indolyl)piperidin-1-yl]-1-(4-indolyloxy)-2-propanol). Reaction SMILES: [F:1][C:2]1[CH:3]=[C:4]2[C:8](=[CH:9][CH:10]=1)[NH:7][CH:6]=[C:5]2[CH:11]1[CH2:16][CH2:15][NH:14][CH2:13][CH2:12]1.[O:17]1[CH2:19][C@H:18]1[CH2:20][O:21][C:22]1[CH:30]=[CH:29][CH:28]=[C:27]2[C:23]=1[CH:24]=[CH:25][NH:26]2>CO.CS(C)=O>[F:1][C:2]1[CH:3]=[C:4]2[C:8](=[CH:9][CH:10]=1)[NH:7][CH:6]=[C:5]2[CH:11]1[CH2:16][CH2:15][N:14]([CH2:19][C@H:18]([OH:17])[CH2:20][O:21][C:22]2[CH:30]=[CH:29][CH:28]=[C:27]3[C:23]=2[CH:24]=[CH:25][NH:26]3)[CH2:13][CH2:12]1 |f:2.3|. Procedure: The title compound was prepared in a fashion similar to that described in Example 193 from 5-fluoro-3-(piperidin-4-yl)-1H-indole (0.87 g, 4.0 mmol) and (S)-(+)-4-(oxiranylmethoxy)-1H-indole (0.76 g, 4.0 mmol). The product was isolated as a white foam. Yield 1.14 g (70%). mp 94°-97° C. FDMS m/e=407 (M+ of free base). α[D]589 =+8.36 (c=1.00, methanol/dimethylsulfoxide). The reactants are C(C)(=O)[O-].[Na+] (sodium acetate), C=O (formalin), C(C)NCC (diethylamine), ice water, ClC1=CC=C(C=C1)C1C(C(OC1CCCO)=O)C(=O)O (4-(4-Chlorophenyl)-5-(3-hydroxypropyl)-2-oxotetrahydro-3-furancarboxylic acid). Solvent: C(C)(=O)O (acetic acid), solution. Conditions: temperature 100 celsius. Yields the product ClC1=CC=C(C=C1)C1C(C(OC1CCCO)=O)=C (4-(4-chlorophenyl)-5-(3-hydroxypropyl)-3-methylenetetrahydro-2-furanone). The yield is 89.6%. As a reaction SMILES: [Cl:1][C:2]1[CH:7]=[CH:6][C:5]([CH:8]2[CH:12]([CH2:13][CH2:14][CH2:15][OH:16])[O:11][C:10](=[O:17])[CH:9]2[C:18](O)=O)=[CH:4][CH:3]=1.C([O-])(=O)C.[Na+].C=O.C(NCC)C>C(O)(=O)C>[Cl:1][C:2]1[CH:3]=[CH:4][C:5]([CH:8]2[CH:12]([CH2:13][CH2:14][CH2:15][OH:16])[O:11][C:10](=[O:17])[C:9]2=[CH2:18])=[CH:6][CH:7]=1 |f:1.2|. Procedure details: 4-(4-Chlorophenyl)-5-(3-hydroxypropyl)-2-oxotetrahydro-3-furancarboxylic acid (640 mg) was dissolved in a solution (5 ml) prepared from sodium acetate (105 mg), acetic acid (4 ml), formalin (2.92 ml) and diethylamine (1 ml), and the solution was heated on a water bath (100° C.) for 30 minutes. The reaction mixture was poured into ice water (20 ml) and extracted with ether. The extract was washed with 5% aqueous sodium hydroxide and water and dried over magnesium sulfate. The solvent was then dis... Starting materials: O=C(CNC(=O)c1cccc(C(F)(F)F)c1)NC1CNC1, O=C1CCC(O)(c2ccccc2)CC1. Product: O=C(CNC(=O)c1cccc(C(F)(F)F)c1)NC1CN(C2CCC(O)(c3ccccc3)CC2)C1. As a reaction SMILES: [NH:15]1[CH2:16][CH:17]([NH:19][C:20](=[O:21])[CH2:22][NH:23][C:24]([c:25]2[cH:26][c:27]([C:31]([F:32])([F:33])[F:34])[cH:28][cH:29][cH:30]2)=[O:35])[CH2:18]1.[OH:1][C:2]1([c:9]2[cH:10][cH:11][cH:12][cH:13][cH:14]2)[CH2:3][CH2:4][C:5](=[O:8])[CH2:6][CH2:7]1>>[OH:1][C:2]1([c:9]2[cH:10][cH:11][cH:12][cH:13][cH:14]2)[CH2:3][CH2:4][CH:5]([N:15]2[CH2:16][CH:17]([NH:19][C:20](=[O:21])[CH2:22][NH:23][C:24]([c:25]3[cH:26][c:27]([C:31]([F:32])([F:33])[F:34])[cH:28][cH:29][cH:30]3)=[O:35])[CH2:18]2)[CH2:6][CH2:7]1.